Task: describe an organic reaction: reactants, conditions, products, and yield. Dataset: the Open Reaction Database (ORD), a public repository of structured organic reaction records Starting materials: C(CCCCC)[Li] (n-hexyllithium), BrC1=C(C=NN1C)C=1N=C(N2N=CN=C(C21)N(C)CC2=CC=C(C=C2)OC)C (5-(5-bromo-1-methyl-1H-pyrazol-4-yl)-N-(4-methoxybenzyl)-N,7-dimethylimidazo[5,1-f][1,2,4]triazin-4-amine), BrC1=NC=C(C=C1)C(F)(F)F (2-bromo-5-(trifluoromethyl)pyridine). The reagents and catalysts are [Cl-].[Zn+2].[Cl-] (zinc chloride), C=1C=CC(=CC1)[P](C=2C=CC=CC2)(C=3C=CC=CC3)[Pd]([P](C=4C=CC=CC4)(C=5C=CC=CC5)C=6C=CC=CC6)([P](C=7C=CC=CC7)(C=8C=CC=CC8)C=9C=CC=CC9)[P](C=1C=CC=CC1)(C=1C=CC=CC1)C=1C=CC=CC1 (tetrakis(triphenylphosphine)palladium(0)). Run in O1CCCC1 (tetrahydrofuran), O1CCCC1 (tetrahydrofuran). Reaction conditions: time 30 minute. The product is COC1=CC=C(CN(C2=NC=NN3C2=C(N=C3C)C=3C=NN(C3C3=NC=C(C=C3)C(F)(F)F)C)C)C=C1 (N-(4-methoxybenzyl)-N,7-dimethyl-5-{1-methyl-5-[5-(trifluoromethyl)pyridin-2-yl]-1H-pyrazol-4-yl}imidazo[5,1-f][1,2,4]triazin-4-amine). Yield: 59.8%. RXN SMILES: Br[C:2]1[N:6]([CH3:7])[N:5]=[CH:4][C:3]=1[C:8]1[N:9]=[C:10]([CH3:28])[N:11]2[C:16]=1[C:15]([N:17]([CH2:19][C:20]1[CH:25]=[CH:24][C:23]([O:26][CH3:27])=[CH:22][CH:21]=1)[CH3:18])=[N:14][CH:13]=[N:12]2.C([Li])CCCCC.Br[C:37]1[CH:42]=[CH:41][C:40]([C:43]([F:46])([F:45])[F:44])=[CH:39][N:38]=1>O1CCCC1.[Cl-].[Zn+2].[Cl-].C1C=CC([P]([Pd]([P](C2C=CC=CC=2)(C2C=CC=CC=2)C2C=CC=CC=2)([P](C2C=CC=CC=2)(C2C=CC=CC=2)C2C=CC=CC=2)[P](C2C=CC=CC=2)(C2C=CC=CC=2)C2C=CC=CC=2)(C2C=CC=CC=2)C2C=CC=CC=2)=CC=1>[CH3:27][O:26][C:23]1[CH:24]=[CH:25][C:20]([CH2:19][N:17]([CH3:18])[C:15]2[C:16]3=[C:8]([C:3]4[CH:4]=[N:5][N:6]([CH3:7])[C:2]=4[C:37]4[CH:42]=[CH:41][C:40]([C:43]([F:46])([F:45])[F:44])=[CH:39][N:38]=4)[N:9]=[C:10]([CH3:28])[N:11]3[N:12]=[CH:13][N:14]=2)=[CH:21][CH:22]=1 |f:4.5.6,^1:58,60,79,98|. Procedure: A solution of 5-(5-bromo-1-methyl-1H-pyrazol-4-yl)-N-(4-methoxybenzyl)-N,7-dimethylimidazo[5,1-f][1,2,4]triazin-4-amine (3.35 g, 7.57 mmol) in tetrahydrofuran (75 mL) was cooled to −78° C. and treated over 5 minutes with n-hexyllithium (2.3 M solution in hexane, 3.46 mL, 7.96 mmol). The reaction mixture was stirred for 30 minutes, and then treated in one portion with a −78° C. solution of zinc chloride (99.5%, 1.30 g, 9.49 mmol) in tetrahydrofuran (20 mL). After stirring for 5 minutes at −78° C.... The reactants are Cl (hydrogen chloride), C(N)(=N)C1=CC=C(C=C1)N1C(C(=C(C1)OC)C1=CC=C(C=C1)CCC(=O)O)=O (1-(4-amidinophenyl)-3-[4-(2-carboxy-ethyl)phenyl]-4-methoxy-3-pyrrolin-2-one), C1(CCCCC1)O (cyclohexanol). The solvent is C(Cl)Cl (methylene chloride). Reaction conditions: temperature 40 celsius. Yields the product Cl.C(N)(=N)C1=CC=C(C=C1)N1C(C(=C(C1)OC)C1=CC=C(C=C1)CCC(=O)OC1CCCCC1)=O (1-(4-Amidinophenyl)-3-[4-[2-(cyclohexyloxycarbonyl)ethyl]-phenyl]-4-methoxy-3-pyrrolin-2-one-hydrochloride). RXN SMILES: [ClH:1].[C:2]([C:5]1[CH:10]=[CH:9][C:8]([N:11]2[CH2:15][C:14]([O:16][CH3:17])=[C:13]([C:18]3[CH:23]=[CH:22][C:21]([CH2:24][CH2:25][C:26]([OH:28])=[O:27])=[CH:20][CH:19]=3)[C:12]2=[O:29])=[CH:7][CH:6]=1)(=[NH:4])[NH2:3].[CH:30]1(O)[CH2:35][CH2:34][CH2:33][CH2:32][CH2:31]1>C(Cl)Cl>[ClH:1].[C:2]([C:5]1[CH:10]=[CH:9][C:8]([N:11]2[CH2:15][C:14]([O:16][CH3:17])=[C:13]([C:18]3[CH:23]=[CH:22][C:21]([CH2:24][CH2:25][C:26]([O:28][CH:30]4[CH2:35][CH2:34][CH2:33][CH2:32][CH2:31]4)=[O:27])=[CH:20][CH:19]=3)[C:12]2=[O:29])=[CH:7][CH:6]=1)(=[NH:3])[NH2:4] |f:4.5|. Procedure details: Prepared by passing dry hydrogen chloride through a solution of 1-(4-amidinophenyl)-3-[4-(2-carboxy-ethyl)phenyl]-4-methoxy-3-pyrrolin-2-one and an excess of cyclohexanol in methylene chloride for one hour and subsequently heating to 40° C. for one hour.